From a dataset of the Open Reaction Database (ORD), a public repository of structured organic reaction records. describe an organic reaction: reactants, conditions, products, and yield Starting materials: CC(=O)O (AcOH), [OH-].[K+] (KOH), ClC=1C=C(C(=CC1C#CC1=CC=CC=C1)N)N (4-Chloro-5-phenylethynyl-benzene-1,2-diamine), C(=S)=S (carbon disulfide), [OH-].[K+] (KOH). Solvent: CCO (EtOH), O (water), O (water). Reaction conditions: temperature 110 celsius. The product is ClC1=CC2=C(NC(N2)=S)C=C1C#CC1=CC=CC=C1 (5-Chloro-6-phenylethynyl-1,3-dihydro-benzoimidazole-2-thione). RXN SMILES: [OH-].[K+].[Cl:3][C:4]1[CH:5]=[C:6]([NH2:19])[C:7]([NH2:18])=[CH:8][C:9]=1[C:10]#[C:11][C:12]1[CH:17]=[CH:16][CH:15]=[CH:14][CH:13]=1.[C:20](=S)=[S:21].CC(O)=O>CCO.O>[Cl:3][C:4]1[C:9]([C:10]#[C:11][C:12]2[CH:17]=[CH:16][CH:15]=[CH:14][CH:13]=2)=[CH:8][C:7]2[NH:18][C:20](=[S:21])[NH:19][C:6]=2[CH:5]=1 |f:0.1|. Procedure details: A 2 mL Biotage™ microwave vial was charged with solid KOH (19.4 mg, 0.345 mmol), water (0.2 mL), a solution of compound 1-2 (55.8 mg, 0.230 mmol) in EtOH (1.2 mL) and carbon disulfide (69 uL, 1.2 mmol). The vial was capped and stirred at rt until KOH dissolved, and then heated in a microwave synthesizer (Biotage Initiator™) at 110° C. for 10 min. Contents of the vial were transferred to a 20 mL scintillation vial, diluted with water (8 mL) and acidified by the dropwise addition of 10% aqueous Ac... The reactants are CCc1ccccc1C(=O)O, COc1ccc(C2=NN(C3CCNCC3)C(=O)C2(C)C)cc1OC. Yields the product CCc1ccccc1C(=O)N1CCC(N2N=C(c3ccc(OC)c(OC)c3)C(C)(C)C2=O)CC1. Reaction SMILES: [CH2:25]([CH3:26])[c:27]1[c:28]([C:29](=[O:30])[OH:31])[cH:32][cH:33][cH:34][cH:35]1.[CH3:1][O:2][c:3]1[cH:4][c:5]([C:11]2=[N:15][N:14]([CH:16]3[CH2:17][CH2:18][NH:19][CH2:20][CH2:21]3)[C:13](=[O:22])[C:12]2([CH3:23])[CH3:24])[cH:6][cH:7][c:8]1[O:9][CH3:10]>>[CH3:1][O:2][c:3]1[cH:4][c:5]([C:11]2=[N:15][N:14]([CH:16]3[CH2:17][CH2:18][N:19]([C:29]([c:28]4[c:27]([CH2:25][CH3:26])[cH:35][cH:34][cH:33][cH:32]4)=[O:30])[CH2:20][CH2:21]3)[C:13](=[O:22])[C:12]2([CH3:23])[CH3:24])[cH:6][cH:7][c:8]1[O:9][CH3:10]. Reactants: CC(O)c1ccc(-c2cc3cc(Cc4ccccc4)ccc3o2)c(F)c1, ClCCl, [Na+], O=C([O-])O. Yields the product CC(=O)c1ccc(-c2cc3cc(Cc4ccccc4)ccc3o2)c(F)c1. As a reaction SMILES: [CH2:1]([c:2]1[cH:3][cH:4][cH:5][cH:6][cH:7]1)[c:8]1[cH:9][cH:10][c:11]2[c:12]([cH:13][c:14](-[c:16]3[c:17]([F:25])[cH:18][c:19]([CH:22]([CH3:23])[OH:24])[cH:20][cH:21]3)[o:15]2)[cH:26]1.[Cl:32][CH2:33][Cl:34].[Na+:31].[O-:27][C:28]([OH:29])=[O:30]>>[CH2:1]([c:2]1[cH:3][cH:4][cH:5][cH:6][cH:7]1)[c:8]1[cH:9][cH:10][c:11]2[c:12]([cH:13][c:14](-[c:16]3[c:17]([F:25])[cH:18][c:19]([C:22]([CH3:23])=[O:24])[cH:20][cH:21]3)[o:15]2)[cH:26]1. Starting materials: N1CCC(CC1)NC(=O)C1=CNC2=C1N=CN=C2C2=C(C=C(C=C2)OC)OCC2CC2 (4-(2-cyclopropylmethoxy-4-methoxy-phenyl)-5H-pyrrolo[3,2-d]pyrimidine-7-carboxylic acid piperidin-4-ylamide), ClC(=O)C1(CC1)OC(C)=O (acetic acid 1-chlorocarbonyl-cyclopropyl ester). The product is OC1(CC1)C(=O)N1CCC(CC1)NC(=O)C1=CNC2=C1N=CN=C2C2=C(C=C(C=C2)OC)OCC2CC2 (4-(2-Cyclopropylmethoxy-4-methoxy-phenyl)-5H-pyrrolo[3,2-d]pyrimidine-7-carboxylic acid {1-[1-(1-hydroxy-cyclopropyl)-methanoyl]-piperidin-4-yl}-amide). Reaction SMILES: [NH:1]1[CH2:6][CH2:5][CH:4]([NH:7][C:8]([C:10]2[C:14]3[N:15]=[CH:16][N:17]=[C:18]([C:19]4[CH:24]=[CH:23][C:22]([O:25][CH3:26])=[CH:21][C:20]=4[O:27][CH2:28][CH:29]4[CH2:31][CH2:30]4)[C:13]=3[NH:12][CH:11]=2)=[O:9])[CH2:3][CH2:2]1.Cl[C:33]([C:35]1([O:38]C(=O)C)[CH2:37][CH2:36]1)=[O:34]>>[OH:38][C:35]1([C:33]([N:1]2[CH2:2][CH2:3][CH:4]([NH:7][C:8]([C:10]3[C:14]4[N:15]=[CH:16][N:17]=[C:18]([C:19]5[CH:24]=[CH:23][C:22]([O:25][CH3:26])=[CH:21][C:20]=5[O:27][CH2:28][CH:29]5[CH2:30][CH2:31]5)[C:13]=4[NH:12][CH:11]=3)=[O:9])[CH2:5][CH2:6]2)=[O:34])[CH2:37][CH2:36]1. Procedure: Starting from 4-(2-cyclopropylmethoxy-4-methoxy-phenyl)-5H-pyrrolo[3,2-d]pyrimidine-7-carboxylic acid piperidin-4-ylamide (example A152) and acetic acid 1-chlorocarbonyl-cyclopropyl ester the title compound is obtained as colorless solid.